From a dataset of the Open Reaction Database (ORD), a public repository of structured organic reaction records. describe an organic reaction: reactants, conditions, products, and yield Starting materials: [Br-], C1CCOC1, Fc1ccc([Mg+])cc1, O, Cc1ccc(-c2nsc(Cl)n2)cc1. The product is Cc1ccc(-c2nsc(-c3ccc(F)cc3)n2)cc1. As a reaction SMILES: [Br-:14].[CH2:24]1[O:25][CH2:26][CH2:27][CH2:28]1.[F:15][c:16]1[cH:17][cH:18][c:19]([Mg+:22])[cH:20][cH:21]1.[O:23].[c:1]1([CH3:13])[cH:2][cH:3][c:4](-[c:7]2[n:8][s:9][c:10]([Cl:12])[n:11]2)[cH:5][cH:6]1>>[c:1]1([CH3:13])[cH:2][cH:3][c:4](-[c:7]2[n:8][s:9][c:10](-[c:19]3[cH:18][cH:17][c:16]([F:15])[cH:21][cH:20]3)[n:11]2)[cH:5][cH:6]1. Reactants: C1CCOC1, COC(=O)COc1ccc(OCC#Cc2cc(Br)cc(C#Cc3ccccc3)c2)cc1, CO, Cl, [Li+], [OH-], O. Yields the product O=C(O)COc1ccc(OCC#Cc2cc(Br)cc(C#Cc3ccccc3)c2)cc1. Reaction SMILES: [CH2:36]1[O:37][CH2:38][CH2:39][CH2:40]1.[CH3:1][O:2][C:3]([CH2:4][O:5][c:6]1[cH:7][cH:8][c:9]([O:12][CH2:13][C:14]#[C:15][c:16]2[cH:17][c:18]([Br:30])[cH:19][c:20]([C:22]#[C:23][c:24]3[cH:25][cH:26][cH:27][cH:28][cH:29]3)[cH:21]2)[cH:10][cH:11]1)=[O:31].[CH3:41][OH:42].[ClH:35].[Li+:33].[OH-:32].[OH2:34]>>[O:2]=[C:3]([CH2:4][O:5][c:6]1[cH:7][cH:8][c:9]([O:12][CH2:13][C:14]#[C:15][c:16]2[cH:17][c:18]([Br:30])[cH:19][c:20]([C:22]#[C:23][c:24]3[cH:25][cH:26][cH:27][cH:28][cH:29]3)[cH:21]2)[cH:10][cH:11]1)[OH:31]. Starting materials: COc1nc2c(cc1C=O)N(C)C(=O)CC2, CC(C)C1CCC(N)C(c2ccccc2)N1. The product is COc1nc2c(cc1CNC1CCC(C(C)C)NC1c1ccccc1)N(C)C(=O)CC2. Reaction SMILES: [CH3:17][O:18][c:19]1[n:20][c:21]2[c:26]([cH:27][c:28]1[CH:29]=[O:30])[N:25]([CH3:31])[C:24](=[O:32])[CH2:23][CH2:22]2.[CH:1]([CH3:2])([CH3:3])[CH:4]1[CH2:5][CH2:6][CH:7]([NH2:16])[CH:8]([c:10]2[cH:11][cH:12][cH:13][cH:14][cH:15]2)[NH:9]1>>[CH:1]([CH3:2])([CH3:3])[CH:4]1[CH2:5][CH2:6][CH:7]([NH:16][CH2:29][c:28]2[c:19]([O:18][CH3:17])[n:20][c:21]3[c:26]([cH:27]2)[N:25]([CH3:31])[C:24](=[O:32])[CH2:23][CH2:22]3)[CH:8]([c:10]2[cH:11][cH:12][cH:13][cH:14][cH:15]2)[NH:9]1. The reactants are [BH4-], CCO, Cl, O=Cc1ccc(F)cc1, N#CCC#N, [Na+], O. Yields the product N#CC(C#N)Cc1ccc(F)cc1. Reaction SMILES: [BH4-:15].[CH3:18][CH2:19][OH:20].[ClH:17].[F:6][c:7]1[cH:8][cH:9][c:10]([CH:11]=[O:12])[cH:13][cH:14]1.[N:1]#[C:2][CH2:3][C:4]#[N:5].[Na+:16].[OH2:21]>>[N:1]#[C:2][CH:3]([C:4]#[N:5])[CH2:11][c:10]1[cH:9][cH:8][c:7]([F:6])[cH:14][cH:13]1.